Dataset: the Open Reaction Database (ORD), a public repository of structured organic reaction records. Task: describe an organic reaction: reactants, conditions, products, and yield Reactants: ClC1=CC=C(C=C1)[Mg]Br (4-chlorophenyl magnesium bromide), C(C)OCC (diethyl ether), ClC1=CC=C2C(C(NC2=C1)=O)=O (6-chloroisatin). The solvent is O1CCCC1 (tetrahydrofuran). Run at temperature -25 celsius, time 2 hour. Product: ClC1=CC=C2C(C(NC2=C1)=O)(O)C1=CC=C(C=C1)Cl (rac-6-chloro-3-(4-chloro-phenyl)-3-hydroxy-1,3-dihydro-indol-2-one). Reaction SMILES: [Cl:1][C:2]1[CH:7]=[CH:6][C:5]([Mg]Br)=[CH:4][CH:3]=1.C(OCC)C.[Cl:15][C:16]1[CH:24]=[C:23]2[C:19]([C:20](=[O:26])[C:21](=[O:25])[NH:22]2)=[CH:18][CH:17]=1>O1CCCC1>[Cl:1][C:2]1[CH:7]=[C:6]2[C:5]([C:20]([C:19]3[CH:23]=[CH:24][C:16]([Cl:15])=[CH:17][CH:18]=3)([OH:26])[C:21](=[O:25])[NH:22]2)=[CH:4][CH:3]=1. Procedure: A solution of 4-chlorophenyl magnesium bromide in diethyl ether (1.0 M, 25 mL, 25 mmol) (Aldrich) was added dropwise with magnetic stirring to a suspension of 6-chloroisatin (1.82 g, 10 mmol) in tetrahydrofuran (40 mL) under argon with cooling in a −25° C. bath at such a rate that reaction temperature was kept below −10° C. (approximately 30 minutes). Cooling bath was then removed and mixture allowed to warm to room temperature. After stirring for an additional 2 hour, 15% aqueous ammonium chlor... Starting materials: Cl.FC=1C=C(CN2N=CC(=C2)C2=CN(C3=NC=C(C=C32)C3=CC=C(C=C3)C3CCNCC3)S(=O)(=O)C3=CC=C(C)C=C3)C=CC1 (3-(1-(3-fluorobenzyl)-1H-pyrazol-4-yl)-5-(4-(piperidin-4-yl)phenyl)-1-tosyl-1H-pyrrolo[2,3-b]pyridine hydrochloride), FC=1C=C(CN2N=CC(=C2)C2=CN(C3=NC=C(C=C32)C3=CC=C(C=C3)N3CCN(CCC3)C[C@H](C)O)S(=O)(=O)C3=CC=C(C)C=C3)C=CC1 ((S)-1-(4-(4-(3-(1-(3-fluorobenzyl)-1H-pyrazol-4-yl)-1-tosyl-1H-pyrrolo[2,3-b]pyridin-5-yl)phenyl)-1,4-diazepan-1-yl) propan-2-ol), [OH-].[Li+] (lithium hydroxide). Solvent: C1CCOC1.CO.O (THF methanol water). Product: FC=1C=C(CN2N=CC(=C2)C2=CNC3=NC=C(C=C32)C3=CC=C(C=C3)N3CCN(CCC3)C[C@H](C)O)C=CC1 ((S)-1-(4-(4-(3-(1-(3-fluorobenzyl)-1H-pyrazol-4-yl)-1H-pyrrolo[2,3-b]pyridin-5-yl)phenyl)-1,4-diazepan-1-yl)propan-2-ol). Isolated yield 42.8%. RXN SMILES: Cl.FC1C=C(C=CC=1)CN1C=C(C2C3C(=NC=C(C4C=CC(C5CCNCC5)=CC=4)C=3)N(S(C3C=CC(C)=CC=3)(=O)=O)C=2)C=N1.[F:46][C:47]1[CH:48]=[C:49]([CH:92]=[CH:93][CH:94]=1)[CH2:50][N:51]1[CH:55]=[C:54]([C:56]2[C:64]3[C:59](=[N:60][CH:61]=[C:62]([C:65]4[CH:70]=[CH:69][C:68]([N:71]5[CH2:77][CH2:76][CH2:75][N:74]([CH2:78][C@@H:79]([OH:81])[CH3:80])[CH2:73][CH2:72]5)=[CH:67][CH:66]=4)[CH:63]=3)[N:58](S(C3C=CC(C)=CC=3)(=O)=O)[CH:57]=2)[CH:53]=[N:52]1.[OH-].[Li+]>C1COCC1.CO.O>[F:46][C:47]1[CH:48]=[C:49]([CH:92]=[CH:93][CH:94]=1)[CH2:50][N:51]1[CH:55]=[C:54]([C:56]2[C:64]3[C:59](=[N:60][CH:61]=[C:62]([C:65]4[CH:66]=[CH:67][C:68]([N:71]5[CH2:77][CH2:76][CH2:75][N:74]([CH2:78][C@@H:79]([OH:81])[CH3:80])[CH2:73][CH2:72]5)=[CH:69][CH:70]=4)[CH:63]=3)[NH:58][CH:57]=2)[CH:53]=[N:52]1 |f:0.1,3.4,5.6.7|. Procedure details: Using similar reaction conditions as described in step-iii of example-1, (S)-1-(4-(4-(3-(1-(3-fluorobenzyl)-1H-pyrazol-4-yl)-1-tosyl-1H-pyrrolo[2,3-b]pyridin-5-yl)phenyl)-1,4-diazepan-1-yl) propan-2-ol (100 mg, 0.147 mmol) was hydrolyzed with lithium hydroxide (31 mg, 0.736 mmol) in THF/methanol/water (2/2/1 mL) to yield 33 mg (42.8% yield) of desired product. 1H NMR (CDCl3, 300 MHz): δ 8.83 (s, 1H), 8.538-8.531 (d, 1H), 8.13-8.12 (d, 1H), 7.86 (s, 1H), 7.70 (s, 1H), 7.52-7.49 (d, 2H), 7.39-7.30... Starting materials: acrylic ester, C(C)(=O)OC=C (vinyl acetate), C1(\C=C/C(=O)O1)=O (maleic anhydride), [Na+].[Cl-] (NaCl), [OH-].[Na+] (sodium hydroxide), C(Cl)C1CO1 (epichlorohydrin). Run in O (water). Product: C(Cl)C1CO1 (epichlorohydrin), ClC(CC)(O)Cl (dichloropropanol). As a reaction SMILES: C(OC=C)(=O)C.C1(=O)OC(=O)C=C1.[Na+].[Cl-:15].[CH2:16]([CH:18]1[O:20][CH2:19]1)[Cl:17].[OH-:21].[Na+]>O>[CH2:16]([CH:18]1[O:20][CH2:19]1)[Cl:17].[Cl:15][C:16]([Cl:17])([OH:21])[CH2:18][CH3:19] |f:2.3,5.6|. Reported procedure: A suitable reaction vessel is charged with 107 parts of a terpolymer of acrylic ester, vinyl acetate and maleic anhydride (0.6 COOH equivalents, e.g. Belclene® 283), 90 parts of water and 4 parts of NaCl. After 90 pans of epichlorohydrin have been added, the reaction mixture is heated to 80°-85° C. for about 1 hour, cooled down to room temperature and neutralised with sodium hydroxide solution (pH about 6.8). Excess epichlorohydrin and dichloropropanol formed in the course of the reaction are th... Starting materials: Cc1nc(NC2CCN(Cc3ccccc3)C2)ncc1C=CC(=O)O, CCN=C=NCCCN(C)C, NOC1CCCCO1, CN(C)C=O, On1nnc2ccccc21. The product is Cc1nc(NC2CCN(Cc3ccccc3)C2)ncc1C=CC(=O)NOC1CCCCO1. RXN SMILES: [CH2:1]([c:2]1[cH:3][cH:4][cH:5][cH:6][cH:7]1)[N:8]1[CH2:9][CH:10]([NH:13][c:14]2[n:15][cH:16][c:17]([CH:21]=[CH:22][C:23](=[O:24])[OH:25])[c:18]([CH3:20])[n:19]2)[CH2:11][CH2:12]1.[CH3:44][CH2:45][N:46]=[C:47]=[N:48][CH2:49][CH2:50][CH2:51][N:52]([CH3:53])[CH3:54].[O:26]1[CH:27]([O:32][NH2:33])[CH2:28][CH2:29][CH2:30][CH2:31]1.[O:55]=[CH:56][N:57]([CH3:58])[CH3:59].[OH:34][n:35]1[c:36]2[c:37]([cH:38][cH:39][cH:40][cH:41]2)[n:42][n:43]1>>[CH2:1]([c:2]1[cH:3][cH:4][cH:5][cH:6][cH:7]1)[N:8]1[CH2:9][CH:10]([NH:13][c:14]2[n:15][cH:16][c:17]([CH:21]=[CH:22][C:23](=[O:24])[NH:33][O:32][CH:27]3[O:26][CH2:31][CH2:30][CH2:29][CH2:28]3)[c:18]([CH3:20])[n:19]2)[CH2:11][CH2:12]1. Starting materials: N1C=NC=C1 (Imidazole), [Si](C)(C)(C(C)(C)C)Cl (tert-butyldimethylsilyl chloride), C(C)(C)(C)OC(=O)NC1=NC=CC(=C1)CO ((2-tert-butoxycarbonylaminopyridin-4-yl)methanol), C(C)(=O)OCC (Ethyl acetate). Run in CN(C=O)C (N,N-dimethylformamide). Yields the product C(C)(C)(C)OC(=O)NC1=NC=CC(=C1)CO[Si](C)(C)C(C)(C)C (2-tert-Butoxycarbonylamino-4-(tert-butyldimethylsilyloxymethyl)pyridine). Isolated yield 96.0%. Reaction SMILES: N1C=CN=C1.[Si:6](Cl)([C:9]([CH3:12])([CH3:11])[CH3:10])([CH3:8])[CH3:7].[C:14]([O:18][C:19]([NH:21][C:22]1[CH:27]=[C:26]([CH2:28][OH:29])[CH:25]=[CH:24][N:23]=1)=[O:20])([CH3:17])([CH3:16])[CH3:15].C(OCC)(=O)C>CN(C)C=O>[C:14]([O:18][C:19]([NH:21][C:22]1[CH:27]=[C:26]([CH2:28][O:29][Si:6]([C:9]([CH3:12])([CH3:11])[CH3:10])([CH3:8])[CH3:7])[CH:25]=[CH:24][N:23]=1)=[O:20])([CH3:17])([CH3:15])[CH3:16]. Reported procedure: Imidazole (2.1 g, 31 mmol) and tert-butyldimethylsilyl chloride (4.4 g, 29 mmol) were added to a solution of (2-tert-butoxycarbonylaminopyridin-4-yl)methanol (Reference compound No. 4-1, 6.2 g, 28 mmol) in N,N-dimethylformamide (120 mL) at room temperature, and the mixture was stirred for 2 hours. Ethyl acetate (300 mL) was added to the reaction mixture, then the mixture was washed with water (750 mL) and brine (200 mL), and then the mixture was dried over anhydrous magnesium sulfate. The organi... Starting materials: CCN(CC)S(F)(F)F, CCOC(=O)c1ccc(N2CCC(O)CC2)cc1, ClCCl. Product: CCOC(=O)c1ccc(N2CCC(F)CC2)cc1. RXN SMILES: [CH2:19]([N:20]([S:21]([F:22])([F:23])[F:25])[CH2:24][CH3:26])[CH3:27].[CH2:1]([CH3:2])[O:3][C:4]([c:5]1[cH:6][cH:7][c:8]([N:11]2[CH2:12][CH2:13][CH:14]([OH:17])[CH2:15][CH2:16]2)[cH:9][cH:10]1)=[O:18].[Cl:28][CH2:29][Cl:30]>>[CH2:1]([CH3:2])[O:3][C:4]([c:5]1[cH:6][cH:7][c:8]([N:11]2[CH2:12][CH2:13][CH:14]([F:25])[CH2:15][CH2:16]2)[cH:9][cH:10]1)=[O:18]. Reactants: ClCCl, CC(C)(C)OC(=O)NN(C=O)Cc1ccc(F)cc1, O=C(O)C(F)(F)F, [Na+], O=C([O-])O. The product is NN(C=O)Cc1ccc(F)cc1. RXN SMILES: [Cl:32][CH2:33][Cl:34].[F:1][c:2]1[cH:3][cH:4][c:5]([CH2:6][N:7]([NH:8][C:9]([O:10][C:11]([CH3:12])([CH3:13])[CH3:14])=[O:15])[CH:16]=[O:17])[cH:18][cH:19]1.[F:20][C:21]([F:22])([F:23])[C:24]([OH:25])=[O:26].[Na+:31].[O-:27][C:28]([OH:29])=[O:30]>>[F:1][c:2]1[cH:3][cH:4][c:5]([CH2:6][N:7]([NH2:8])[CH:16]=[O:17])[cH:18][cH:19]1. Starting materials: [Ti] (titanium), C(C(=O)O)(=O)O (oxalic acid), C(C(O)C)(=O)O (lactic acid), C(C(=O)O)(=O)O (oxalic acid), [Cl-].[Ti+4].[Cl-].[Cl-].[Cl-] (titanium chloride), [NH4+].[OH-] (NH4OH). The reagents and catalysts are C(C(O)C)(=O)[O-].[Zr+4].C(C(O)C)(=O)[O-].C(C(O)C)(=O)[O-].C(C(O)C)(=O)[O-] (zirconium lactate). Solvent: O (water), aqueous solution, O (water). The product is C(C(=O)[O-])(=O)[O-].[Ti+4].C(C(=O)[O-])(=O)[O-] (titanium oxalate), C(C(O)C)(=O)[O-].[Ti+4].C(C(O)C)(=O)[O-].C(C(O)C)(=O)[O-].C(C(O)C)(=O)[O-] (titanium lactate). As a reaction SMILES: [C:1]([OH:6])(=[O:5])[C:2]([OH:4])=[O:3].[Cl-].[Ti+4:8].[Cl-].[Cl-].[Cl-].[Ti].[NH4+].[OH-].[C:15]([OH:20])(=[O:19])[CH:16]([CH3:18])[OH:17]>C([O-])(=O)C(C)O.[Zr+4].C([O-])(=O)C(C)O.C([O-])(=O)C(C)O.C([O-])(=O)C(C)O.O>[C:1]([O-:6])(=[O:5])[C:2]([O-:4])=[O:3].[Ti+4:8].[C:1]([O-:6])(=[O:5])[C:2]([O-:4])=[O:3].[C:15]([O-:20])(=[O:19])[CH:16]([CH3:18])[OH:17].[Ti+4:8].[C:15]([O-:20])(=[O:19])[CH:16]([CH3:18])[OH:17].[C:15]([O-:20])(=[O:19])[CH:16]([CH3:18])[OH:17].[C:15]([O-:20])(=[O:19])[CH:16]([CH3:18])[OH:17] |f:1.2.3.4.5,7.8,10.11.12.13.14,16.17.18,19.20.21.22.23|. Procedure details: A precipitate of zirconium lactate was prepared by mixing an aqueous solution of 0.3 mole zirconium oxychloride (ZrOCl2) assaying 17.9% ZrO2 with 0.9 mole of lactic acid (H6C3O3). The resulting thick slurry was filtered and the precipitate was washed with distilled water and reslurried therein. To the second slurry, which had a pH of about 1.85, there was slowly added 0.1 mole calcium oxide with stirring. During this addition, the pH increased and was finally adjusted to 7.5 by addition of NH4OH... Reactants: FC=1C=C(C=CC1)C1=CC(NC(O1)=O)=O (6-m-fluorophenyl-1,3-oxazine-2,4-dione), CN (CH3NH2), C (darco). Solvent: CO (CH3OH). The product is CN1C(NC(C=C1C1=CC(=CC=C1)F)=O)=O (1-N-methyl-6-m-fluorophenyl-2,4-pyrimidine-dione). Isolated yield 54.0%. As a reaction SMILES: [F:1][C:2]1[CH:3]=[C:4]([C:8]2[O:13][C:12](=O)[NH:11][C:10](=[O:15])[CH:9]=2)[CH:5]=[CH:6][CH:7]=1.[CH3:16][NH2:17].C>CO>[CH3:16][N:17]1[C:8]([C:4]2[CH:5]=[CH:6][CH:7]=[C:2]([F:1])[CH:3]=2)=[CH:9][C:10](=[O:15])[NH:11][C:12]1=[O:13]. Procedure: To 490 mg (2.36 mM) of 6-m-fluorophenyl-1,3-oxazine-2,4-dione of Preparation IIa(1) is added 30.0 ml of a 40 percent aq. CH3NH2 solution. The reaction solution is heated at reflux for 18 hours. The solution is cooled and evaporated to dryness, under vacuum, to yield an amber solid. The solid is dissolved in CH3OH (hot), treated with darco, filtered and the CH3OH filtrate is evaporated to a white solid. The solid is recrystallized from H2O to yield 280 mg (54 percent) (m.p.: 192-194) of 1-N-methy...